Task: describe an organic reaction: reactants, conditions, products, and yield. Dataset: the Open Reaction Database (ORD), a public repository of structured organic reaction records Starting materials: Br, CC(=O)O, COc1ccc2onc(C)c2c1. The product is Cc1noc2ccc(O)cc12. As a reaction SMILES: [BrH:13].[CH3:14][C:15](=[O:16])[OH:17].[CH3:1][O:2][c:3]1[cH:4][cH:5][c:6]2[c:7]([c:8]([CH3:11])[n:9][o:10]2)[cH:12]1>>[OH:2][c:3]1[cH:4][cH:5][c:6]2[c:7]([c:8]([CH3:11])[n:9][o:10]2)[cH:12]1.